Dataset: the Open Reaction Database (ORD), a public repository of structured organic reaction records. Task: describe an organic reaction: reactants, conditions, products, and yield Product: C(C)(C)(C)OC(=O)N1C(O[C@@H]([C@H]1CF)C1=CC=C(C=C1)SC)(C)C (tert-Butyl-(4S,5R)-4-(fluoromethyl)-2,2-dimethyl-5-(4-methylthiophenyl)-1,3-oxazolidine-3-carboxylate). Solvent: O1CCCC1 (tetrahydrofuran). Run at time 30 minute. Procedure: N-butyl lithium (n-BuLi), (1.78 g, 28 mmol, 1.2 eq) was added to a solution of tert-butyl (4S,5R)-5-(4-bromophenyl)-4-(fluoromethyl)-2,2-dimethyl-1,3-oxazolidine-3-carboxylate (9.0 g, 23 mmol) in 30 ml of anhydrous tetrahydrofuran (THF) at −78° C. in 30 min, and the reaction mixture was stirred for 30 minutes under N2. 3.1 ml of dimethyldisulfide (1.5 eq) was added, and stirred for 30 min. The reaction mixture was warmed up to room temperature and stirred for 1 hour. A saturated solution of ammo... Reactants: N-butyl lithium, BrC1=CC=C(C=C1)[C@@H]1[C@H](N(C(O1)(C)C)C(=O)OC(C)(C)C)CF (tert-butyl (4S,5R)-5-(4-bromophenyl)-4-(fluoromethyl)-2,2-dimethyl-1,3-oxazolidine-3-carboxylate), CSSC (dimethyldisulfide), [Cl-].[NH4+] (ammonium chloride), C(C)(=O)OCC (ethyl acetate). RXN SMILES: Br[C:2]1[CH:7]=[CH:6][C:5]([C@H:8]2[O:12][C:11]([CH3:14])([CH3:13])[N:10]([C:15]([O:17][C:18]([CH3:21])([CH3:20])[CH3:19])=[O:16])[C@@H:9]2[CH2:22][F:23])=[CH:4][CH:3]=1.[CH3:24][S:25]SC.[Cl-].[NH4+].C(OCC)(=O)C>O1CCCC1>[C:18]([O:17][C:15]([N:10]1[C@H:9]([CH2:22][F:23])[C@@H:8]([C:5]2[CH:6]=[CH:7][C:2]([S:25][CH3:24])=[CH:3][CH:4]=2)[O:12][C:11]1([CH3:14])[CH3:13])=[O:16])([CH3:21])([CH3:20])[CH3:19] |f:2.3|.